This data is from the Open Reaction Database (ORD), a public repository of structured organic reaction records. The task is: describe an organic reaction: reactants, conditions, products, and yield Reactants: ClC1=CC=C(C=C1)O (4-Chlorophenol), C([O-])([O-])=O.[K+].[K+] (potassium carbonate), BrCC1=C(C#N)C(=CC=C1)[N+](=O)[O-] (2-bromomethyl-6-nitrobenzonitrile). Run in N1=CC=CC=C1 (pyridine), O (water), CN(C=O)C (dimethylformamide). Conditions: temperature 0 celsius, time 1.5 hour. Yields the product ClC1=CC=C(OCC2=C(C#N)C(=CC=C2)[N+](=O)[O-])C=C1 (2-(4-chlorophenoxymethyl)-6-nitrobenzonitrile). Yield: 97.0%. As a reaction SMILES: [Cl:1][C:2]1[CH:7]=[CH:6][C:5]([OH:8])=[CH:4][CH:3]=1.C(=O)([O-])[O-].[K+].[K+].Br[CH2:16][C:17]1[CH:24]=[CH:23][CH:22]=[C:21]([N+:25]([O-:27])=[O:26])[C:18]=1[C:19]#[N:20]>CN(C)C=O.N1C=CC=CC=1.O>[Cl:1][C:2]1[CH:7]=[CH:6][C:5]([O:8][CH2:16][C:17]2[CH:24]=[CH:23][CH:22]=[C:21]([N+:25]([O-:27])=[O:26])[C:18]=2[C:19]#[N:20])=[CH:4][CH:3]=1 |f:1.2.3|. Procedure: 4-Chlorophenol (64.0 mg; 0.5 mmol) and potassium carbonate were added to a cooled (0° C.) and stirred solution of 2-bromomethyl-6-nitrobenzonitrile (120.0 mg; 0.5 mmol) [prepared by the method of Ashton and Hynes, J. Med. Chem. 16, 1233 (1973)] in dimethylformamide under nitrogen atmosphere. The reaction mixture was stirred at 0° C. for 1.5 hours, then diluted with pyridine (1.5 mL), water, stirred for 1 hour, filtered and dried to yield 140 milligrams of 2-(4-chlorophenoxymethyl)-6-nitrobenzoni... Reactants: NC=1C=C(C=CC1N)C(=O)O (3,4-diaminobenzenoic acid), CN(C)C=O (DMF), COC(=O)C(CC1=CC(=C(C(=C1)C)C=1NC2=C(N1)C=CC(=C2)C(=O)O)C)(C)C (2-[4-(2-Methoxycarbonyl-2-methyl-propyl)-2,6-dimethyl -phenyl]-3H-benzoimidazole-5-carboxylic acid), OOS(=O)[O-].[K+] (Oxone), CN(C)C=O (DMF), COC(C(CC1=CC(=C(C(=C1)C)C=O)C)(C)C)=O (3-(4-formyl-3,5-dimethyl-phenyl)-2,2-dimethyl-propionic acid methyl ester), intermediate A. Solvent: O (water), O (water). Run at time 3 hour. Yields the product CC=1C=C(C=C(C1C1=NC2=C(N1)C=C(C=C2)C=2OC(=NN2)C2=C(C=CC=C2)C)C)CC(C(=O)O)(C)C (3-{3,5-Dimethyl-4-[6-(5-o-tolyl-[1,3,4]oxadiazol-2-yl)-1H-benzoimidazol-2-yl]-phenyl}-2,2-dimethyl-propionic acid). RXN SMILES: C[O:2][C:3]([C:5]([CH3:28])([CH3:27])[CH2:6][C:7]1[CH:12]=[C:11]([CH3:13])[C:10]([C:14]2[NH:15][C:16]3[CH:22]=[C:21]([C:23]([OH:25])=O)[CH:20]=[CH:19][C:17]=3[N:18]=2)=[C:9]([CH3:26])[CH:8]=1)=[O:4].[NH2:29]C1C=C(C(O)=O)C=CC=1N.COC(=O)C(C)(C)[CH2:44][C:45]1[CH:50]=[C:49](C)[C:48](C=O)=[C:47](C)[CH:46]=1.OOS([O-])=O.[K+].C[N:65]([CH:67]=O)C>O>[CH3:13][C:11]1[CH:12]=[C:7]([CH2:6][C:5]([CH3:27])([CH3:28])[C:3]([OH:2])=[O:4])[CH:8]=[C:9]([CH3:26])[C:10]=1[C:14]1[NH:15][C:16]2[CH:22]=[C:21]([C:23]3[O:25][C:67]([C:46]4[CH:47]=[CH:48][CH:49]=[CH:50][C:45]=4[CH3:44])=[N:65][N:29]=3)[CH:20]=[CH:19][C:17]=2[N:18]=1 |f:3.4|. Procedure details: 2-[4-(2-Methoxycarbonyl-2-methyl-propyl)-2,6-dimethyl -phenyl]-3H-benzoimidazole-5-carboxylic acid. 7.6 g of 3,4-diaminobenzenoic acid was stirred in 120 ml of DMF at room temperature. It was treated with 12.4 g of 3-(4-formyl-3,5-dimethyl-phenyl)-2,2-dimethyl-propionic acid methyl ester (the intermediate A in Example 1-62) followed by an addition of a slurry of 15 g of Oxone in 60 ml of DMF. The reaction was stirred at room temperature for 3 h and 60 mL of water was added and the pH was adjuste... Reactants: CCOCC, COc1ccc(CO)c(OC)c1, O, O=S(Cl)Cl, c1ccncc1. Yields the product COc1ccc(CCl)c(OC)c1. RXN SMILES: [CH3:24][CH2:25][O:26][CH2:27][CH3:28].[CH3:5][O:6][c:7]1[c:8]([CH2:15][OH:16])[cH:9][cH:10][c:11]([O:13][CH3:14])[cH:12]1.[OH2:23].[S:1]([Cl:2])([Cl:3])=[O:4].[cH:17]1[cH:18][cH:19][n:20][cH:21][cH:22]1>>[Cl:3][CH2:15][c:8]1[c:7]([O:6][CH3:5])[cH:12][c:11]([O:13][CH3:14])[cH:10][cH:9]1. Starting materials: C1CCOC1 (THF), C(C)(=O)OCCO[C@@H]1[C@@H](CC2=CC=C3[C@@H]4CC[C@H]([C@@H](CCCC(C)(C)O[Si](CC)(CC)CC)C)[C@]4(CC[C@@H]3[C@]2([C@H]1O[Si](CC)(CC)CC)C)C)O[Si](CC)(CC)CC (2β-(2-acetyloxyethyloxy)-1α, 3β, 25-tris(triethylsilyloxy)cholesta-5,7-diene), CO (methanol), [OH-].[K+] (potassium hydroxide). The solvent is O (water), C(C)(=O)O (acetic acid). Run at temperature 22.5 celsius, time 1.5 hour. Product: OCCO[C@@H]1[C@@H](CC2=CC=C3[C@@H]4CC[C@H]([C@@H](CCCC(C)(C)O[Si](CC)(CC)CC)C)[C@]4(CC[C@@H]3[C@]2([C@H]1O[Si](CC)(CC)CC)C)C)O[Si](CC)(CC)CC (2β-(2-hydroxyethyloxy)-1α, 3β, 25-tris(triethylsilyloxy)cholesta-5,7-diene). The yield is 55.6%. RXN SMILES: C1COCC1.C([O:9][CH2:10][CH2:11][O:12][C@H:13]1[C@H:45]([O:46][Si:47]([CH2:52][CH3:53])([CH2:50][CH3:51])[CH2:48][CH3:49])[C@@:44]2([CH3:54])[C:16](=[CH:17][CH:18]=[C:19]3[C@@H:43]2[CH2:42][CH2:41][C@@:40]2([CH3:55])[C@H:20]3[CH2:21][CH2:22][C@@H:23]2[C@H:24]([CH3:39])[CH2:25][CH2:26][CH2:27][C:28]([O:31][Si:32]([CH2:37][CH3:38])([CH2:35][CH3:36])[CH2:33][CH3:34])([CH3:30])[CH3:29])[CH2:15][C@H:14]1[O:56][Si:57]([CH2:62][CH3:63])([CH2:60][CH3:61])[CH2:58][CH3:59])(=O)C.CO.[OH-].[K+]>O.C(O)(=O)C>[OH:9][CH2:10][CH2:11][O:12][C@H:13]1[C@H:45]([O:46][Si:47]([CH2:48][CH3:49])([CH2:50][CH3:51])[CH2:52][CH3:53])[C@@:44]2([CH3:54])[C:16](=[CH:17][CH:18]=[C:19]3[C@@H:43]2[CH2:42][CH2:41][C@@:40]2([CH3:55])[C@H:20]3[CH2:21][CH2:22][C@@H:23]2[C@H:24]([CH3:39])[CH2:25][CH2:26][CH2:27][C:28]([O:31][Si:32]([CH2:35][CH3:36])([CH2:33][CH3:34])[CH2:37][CH3:38])([CH3:29])[CH3:30])[CH2:15][C@H:14]1[O:56][Si:57]([CH2:58][CH3:59])([CH2:60][CH3:61])[CH2:62][CH3:63] |f:3.4|. Procedure details: To a THF (5 ml) solution of compound 4 (327 mg, 380 μmol) obtained in Example 2, a methanol (10 ml) solution of potassium hydroxide (72 mg, 1.29 mmol) was added, and the mixture was stirred in an argon atmosphere for 1.5 hours at 15 to 30° C. To the reaction mixture, acetic acid (150 μl) was added. Then, the resulting mixture was poured into water, extracted twice with a solvent mixture of ethyl acetate and hexane (1:1), and washed with a saturated solution of sodium carbonate and a saturated aq... RXN SMILES: [C:1]([C@@H:3]([NH:19][C:20]([C@@H:22]1[CH2:27][CH2:26][CH2:25][CH2:24][N:23]1C(OC(C)(C)C)=O)=[O:21])[CH2:4][C:5]1[CH:10]=[CH:9][C:8]([C:11]2[CH:12]=[N:13][C:14]([C:17]#[N:18])=[CH:15][CH:16]=2)=[CH:7][CH:6]=1)#[N:2]>C(O)=O>[C:1]([C@@H:3]([NH:19][C:20]([C@@H:22]1[CH2:27][CH2:26][CH2:25][CH2:24][NH:23]1)=[O:21])[CH2:4][C:5]1[CH:10]=[CH:9][C:8]([C:11]2[CH:12]=[N:13][C:14]([C:17]#[N:18])=[CH:15][CH:16]=2)=[CH:7][CH:6]=1)#[N:2]. Procedure details: (S)-tert-Butyl 2-((S)-1-cyano-2-(4-(6-cyanopyridin-3-yl)phenyl)ethylcarbamoyl)-piperidine-1-carboxylate (0.074 g) in formic acid (3 mL) was heated at 50° C. for 10 min. The mixture was evaporated, dissolved in methanol and applied to a 10 g SCX column. The column was washed with methanol then eluted with 10% ammonia in methanol. The eluate was evaporated. The residue was triturated with isopropanol and the solid collected, washed with a little isopropanol and diethyl ether then dried to leave th... The reactants are C(#N)[C@H](CC1=CC=C(C=C1)C=1C=NC(=CC1)C#N)NC(=O)[C@H]1N(CCCC1)C(=O)OC(C)(C)C ((S)-tert-Butyl 2-((S)-1-cyano-2-(4-(6-cyanopyridin-3-yl)phenyl)ethylcarbamoyl)-piperidine-1-carboxylate). Yield: 82.9%. Run in C(=O)O (formic acid). Product: C(#N)[C@H](CC1=CC=C(C=C1)C=1C=NC(=CC1)C#N)NC(=O)[C@H]1NCCCC1 ((S)-N-((S)-1-Cyano-2-(4-(6-cyanopyridin-3-yl)phenyl)ethyl)piperidine-2-carboxamide). Starting materials: CC#CC(=O)OCC, C1CCC2=NCCCN2CC1, C1CCOC1, Oc1cccc2ccccc12. Product: CCOC(=O)C=C(C)Oc1cccc2ccccc12. Reaction SMILES: [CH2:12]([CH3:13])[O:14][C:15]([C:16]#[C:17][CH3:18])=[O:19].[N:20]12[CH2:21][CH2:22][CH2:23][N:24]=[C:25]1[CH2:26][CH2:27][CH2:28][CH2:29][CH2:30]2.[O:31]1[CH2:32][CH2:33][CH2:34][CH2:35]1.[OH:1][c:2]1[cH:3][cH:4][cH:5][c:6]2[cH:7][cH:8][cH:9][cH:10][c:11]12>>[O:1]([c:2]1[cH:3][cH:4][cH:5][c:6]2[cH:7][cH:8][cH:9][cH:10][c:11]12)[C:17](=[CH:16][C:15]([O:14][CH2:12][CH3:13])=[O:19])[CH3:18]. The reactants are C1CCNC1, CC(=O)O, O=c1cc(CCl)[nH]c(=O)[nH]1, O. Reaction SMILES: [CH2:1]1[CH2:2][CH2:3][NH:4][CH2:5]1.[CH3:16][C:17](=[O:18])[OH:19].[Cl:6][CH2:7][c:8]1[cH:9][c:10](=[O:15])[nH:11][c:12](=[O:14])[nH:13]1.[OH2:20]>>[CH2:1]1[CH2:2][CH2:3][N:4]([CH2:7][c:8]2[cH:9][c:10](=[O:15])[nH:11][c:12](=[O:14])[nH:13]2)[CH2:5]1. Yields the product O=c1cc(CN2CCCC2)[nH]c(=O)[nH]1. Reactants: C[Al](C)C, O=C1OCCc2nc(-c3ccc(Cl)cc3)sc21, ClCCl, Nc1ccc2c(ccn2CCN2CCCC2)c1. The product is O=C(Nc1ccc2c(ccn2CCN2CCCC2)c1)c1sc(-c2ccc(Cl)cc2)nc1CCO. RXN SMILES: [CH3:18][Al:19]([CH3:20])[CH3:21].[Cl:22][c:23]1[cH:24][cH:25][c:26](-[c:29]2[s:30][c:31]3[c:32]([n:33]2)[CH2:34][CH2:35][O:36][C:37]3=[O:38])[cH:27][cH:28]1.[Cl:39][CH2:40][Cl:41].[N:1]1([CH2:6][CH2:7][n:8]2[cH:9][cH:10][c:11]3[cH:12][c:13]([NH2:17])[cH:14][cH:15][c:16]23)[CH2:2][CH2:3][CH2:4][CH2:5]1>>[N:1]1([CH2:6][CH2:7][n:8]2[cH:9][cH:10][c:11]3[cH:12][c:13]([NH:17][C:37]([c:31]4[s:30][c:29](-[c:26]5[cH:25][cH:24][c:23]([Cl:22])[cH:28][cH:27]5)[n:33][c:32]4[CH2:34][CH2:35][OH:36])=[O:38])[cH:14][cH:15][c:16]23)[CH2:2][CH2:3][CH2:4][CH2:5]1. Reactants: ClC=1N=NC=C2C1N(C(=C2C)C)CC2C(C2)C (7-chloro-2,3-dimethyl-1-(2-methylcyclopropylmethyl)pyrrolo[2,3-d]pyridazine), FC1=C(CO)C=CC(=C1)F (2,4-difluorobenzyl alcohol). The product is FC1=C(COC=2N=NC=C3C2N(C(=C3C)C)CC3C(C3)C)C=CC(=C1)F (7-(2,4-Difluorobenzyloxy)-2,3-dimethyl-1-(2-methylcyclopropylmethyl)pyrrolo[2,3-d]pyridazine). Yield: 63.8%. RXN SMILES: Cl[C:2]1[N:3]=[N:4][CH:5]=[C:6]2[C:10]([CH3:11])=[C:9]([CH3:12])[N:8]([CH2:13][CH:14]3[CH2:16][CH:15]3[CH3:17])[C:7]=12.[F:18][C:19]1[CH:26]=[C:25]([F:27])[CH:24]=[CH:23][C:20]=1[CH2:21][OH:22]>>[F:18][C:19]1[CH:26]=[C:25]([F:27])[CH:24]=[CH:23][C:20]=1[CH2:21][O:22][C:2]1[N:3]=[N:4][CH:5]=[C:6]2[C:10]([CH3:11])=[C:9]([CH3:12])[N:8]([CH2:13][CH:14]3[CH2:16][CH:15]3[CH3:17])[C:7]=12. Procedure: The title compound (trans) was prepared as a white powder in 63.8% yield in a similar procedure to that described in Example 1 by using 7-chloro-2,3-dimethyl-1-(2-methylcyclopropylmethyl)pyrrolo[2,3-d]pyridazine and 2,4-difluorobenzyl alcohol. Reactants: ClC1=CC=C(C(=O)N2CC3=C(CC2)C=2C(=NC(=C(C2C2=CC(=C(C=C2)OC(C)C)OC)C(=O)OCC)CN(CC)CC)S3)C=C1 (ethyl 7-(4-chlorobenzoyl)-2-diethylaminomethyl-4-(4-isopropoxy-3-methoxyphenyl)-5,6,7,8-tetrahydrothieno[2,3-b:5,4-c']dipyridine-3-carboxylate), [OH-].[K+] (KOH), C(C)O (ethanol). Run in O (water). Run at time 5 hour. Yields the product C(C)N(CC)CC1=C(C(=C2C(=N1)SC=1CNCCC12)C1=CC(=C(C=C1)OC(C)C)OC)C(=O)OCC (ethyl 2-diethylaminomethyl-4-(4-isopropoxy-3-methoxyphenyl)-5,6,7,8-tetrahydrothieno[2,3-b:5,4-c']dipyridine-3-carboxylate). Isolated yield 92.8%. Reaction SMILES: ClC1C=CC(C([N:8]2[CH2:13][CH2:12][C:11]3[C:14]4[C:15]([S:43][C:10]=3[CH2:9]2)=[N:16][C:17]([CH2:37][N:38]([CH2:41][CH3:42])[CH2:39][CH3:40])=[C:18]([C:32]([O:34][CH2:35][CH3:36])=[O:33])[C:19]=4[C:20]2[CH:25]=[CH:24][C:23]([O:26][CH:27]([CH3:29])[CH3:28])=[C:22]([O:30][CH3:31])[CH:21]=2)=O)=CC=1.[OH-].[K+].C(O)C>O>[CH2:41]([N:38]([CH2:37][C:17]1[N:16]=[C:15]2[S:43][C:10]3[CH2:9][NH:8][CH2:13][CH2:12][C:11]=3[C:14]2=[C:19]([C:20]2[CH:25]=[CH:24][C:23]([O:26][CH:27]([CH3:29])[CH3:28])=[C:22]([O:30][CH3:31])[CH:21]=2)[C:18]=1[C:32]([O:34][CH2:35][CH3:36])=[O:33])[CH2:39][CH3:40])[CH3:42] |f:1.2|. Procedure details: A mixture of the compound (8.9 g) obtained in Example 48A, 4N KOH (18 ml) and ethanol (150 ml) was stirred under refluxing conditions for 5 hours. The reaction mixture was poured over water and the mixture was extracted with ethyl acetate. The ethyl acetate layer was washed with water, dried (MgSO4) and concentrated under reduced pressure. The residue was subjected to silica gel column chromatography and eluted with ethyl acetate-hexane (4:1, v/v) to yield ethyl 2-diethylaminomethyl-4-(4-isoprop...